From a dataset of the Open Reaction Database (ORD), a public repository of structured organic reaction records. describe an organic reaction: reactants, conditions, products, and yield Reactants: CC(C)(C)ON=C(c1cc(C#C[Si](C)(C)C)ccc1O)c1ncccc1O, O=C([O-])[O-], CO, [K+], [K+]. Yields the product C#Cc1ccc(O)c(C(=NOC(C)(C)C)c2ncccc2O)c1. Reaction SMILES: [C:1]([CH3:2])([CH3:3])([CH3:4])[O:5][N:6]=[C:7]([c:8]1[c:9]([OH:20])[cH:10][cH:11][c:12]([C:14]#[C:15][Si:16]([CH3:17])([CH3:18])[CH3:19])[cH:13]1)[c:21]1[n:22][cH:23][cH:24][cH:25][c:26]1[OH:27].[C:28](=[O:29])([O-:30])[O-:31].[CH3:34][OH:35].[K+:32].[K+:33]>>[C:1]([CH3:2])([CH3:3])([CH3:4])[O:5][N:6]=[C:7]([c:8]1[c:9]([OH:20])[cH:10][cH:11][c:12]([C:14]#[CH:15])[cH:13]1)[c:21]1[n:22][cH:23][cH:24][cH:25][c:26]1[OH:27]. Starting materials: ClC1(C2=CC=CC=C2C=2SC=CC21)C2=C(C=CC=C2)C (4-chloro-4-(2-methyl-phenyl)-4H-indeno[1,2-b]thiophene), N1C=NC=C1 (imidazole). Solvent: C(C)#N (acetonitrile). Yields the product N1(C=NC=C1)C1(C2=CC=CC=C2C=2SC=CC21)C2=C(C=CC=C2)C (4-(imidazol-1-yl)-4-(2-methyl-phenyl)-4H-indeno[1,2-b]thiophene). Yield: 62.4%. RXN SMILES: Cl[C:2]1([C:14]2[CH:19]=[CH:18][CH:17]=[CH:16][C:15]=2[CH3:20])[C:13]2[CH:12]=[CH:11][S:10][C:9]=2[C:8]2[C:3]1=[CH:4][CH:5]=[CH:6][CH:7]=2.[NH:21]1[CH:25]=[CH:24][N:23]=[CH:22]1>C(#N)C>[N:21]1([C:2]2([C:14]3[CH:19]=[CH:18][CH:17]=[CH:16][C:15]=3[CH3:20])[C:13]3[CH:12]=[CH:11][S:10][C:9]=3[C:8]3[C:3]2=[CH:4][CH:5]=[CH:6][CH:7]=3)[CH:25]=[CH:24][N:23]=[CH:22]1. Procedure: 6.1 g (20 mmoles) of crude 4-chloro-4-(2-methyl-phenyl)-4H-indeno[1,2-b]thiophene were taken up in 30 ml of acetonitrile, 4.1 g (60 mmoles) of imidazole were added and the mixture was heated under reflux for 5 hours. The crude product was then precipitated as a syrup by adding 70 ml of water. The supernatant solution was decanted off and the crude product was taken up in ether. The ether solution was dried and evaporated. The residue was taken up in 100 ml of 2 N hydrochloric acid, the insoluble...